The task is: describe an organic reaction: reactants, conditions, products, and yield. This data is from the Open Reaction Database (ORD), a public repository of structured organic reaction records. The reactants are BrC1=NC(=CC(=C1)[N+](=O)[O-])Br (2,6-dibromo-4-nitropyridine), [Na+].C(C)(=O)NC1=CC=C(C=C1)S(=O)[O-] (4-acetamido-benzenesulfinic acid sodium salt), O (water). The solvent is CN(C=O)C (dimethylformamide). Run at temperature 15 celsius, time 3.5 hour. Yields the product BrC1=NC(=CC(=C1)S(=O)(=O)C1=CC=C(C=C1)NC(C)=O)Br (N-[4-(2,6-dibromo-pyridine-4-sulfonyl)-phenyl]-acetamide). Isolated yield 68.6%. As a reaction SMILES: [Br:1][C:2]1[CH:7]=[C:6]([N+]([O-])=O)[CH:5]=[C:4]([Br:11])[N:3]=1.[Na+].[C:13]([NH:16][C:17]1[CH:22]=[CH:21][C:20]([S:23]([O-:25])=[O:24])=[CH:19][CH:18]=1)(=[O:15])[CH3:14].O>CN(C)C=O>[Br:1][C:2]1[CH:7]=[C:6]([S:23]([C:20]2[CH:19]=[CH:18][C:17]([NH:16][C:13](=[O:15])[CH3:14])=[CH:22][CH:21]=2)(=[O:25])=[O:24])[CH:5]=[C:4]([Br:11])[N:3]=1 |f:1.2|. Procedure details: To a solution of 63.7 g (0.226 Mol) 2,6-dibromo-4-nitropyridine in dimethylformamide (600 ml) at -15° C. were slowly added 50.0 g (0.226 Mol) 4-acetamido-benzenesulfinic acid sodium salt. The mixture was stirred at 15° C. for 3.5 h. Then 2.0 l water were added. It was stirred for another hour, filtered and the residue on the filter was washed with water (150 ml). It was then dissolved in aceton (hot, 700 ml) and evaporated. The residue was suspended in toluene (700 ml) and evaporated, again susp... Reactants: O=C(CBr)CCc1ccccc1, C1CCOC1, CC1C(=O)NC1SCc1ccccc1, [H-], [Na+]. Yields the product CC1C(=O)N(CC(=O)CCc2ccccc2)C1SCc1ccccc1. RXN SMILES: [Br:17][CH2:18][C:19]([CH2:20][CH2:21][c:22]1[cH:23][cH:24][cH:25][cH:26][cH:27]1)=[O:28].[CH2:29]1[O:30][CH2:31][CH2:32][CH2:33]1.[CH3:1][CH:2]1[C:3](=[O:14])[NH:4][CH:5]1[S:6][CH2:7][c:8]1[cH:9][cH:10][cH:11][cH:12][cH:13]1.[H-:15].[Na+:16]>>[CH3:1][CH:2]1[C:3](=[O:14])[N:4]([CH2:18][C:19]([CH2:20][CH2:21][c:22]2[cH:23][cH:24][cH:25][cH:26][cH:27]2)=[O:28])[CH:5]1[S:6][CH2:7][c:8]1[cH:9][cH:10][cH:11][cH:12][cH:13]1. RXN SMILES: [CH3:1][O:2][C:3]1[CH:4]=[C:5]([CH2:9][C:10]#[N:11])[CH:6]=[CH:7][CH:8]=1.Cl.[Cl:13][CH2:14][CH2:15][N:16]([CH2:24][CH2:25]Cl)[CH2:17][C:18]1[CH:23]=[CH:22][CH:21]=[CH:20][CH:19]=1>>[ClH:13].[CH2:17]([N:16]1[CH2:24][CH2:25][C:9]([C:5]2[CH:6]=[CH:7][CH:8]=[C:3]([O:2][CH3:1])[CH:4]=2)([C:10]#[N:11])[CH2:14][CH2:15]1)[C:18]1[CH:23]=[CH:22][CH:21]=[CH:20][CH:19]=1 |f:1.2,3.4|. The product is Cl.C(C1=CC=CC=C1)N1CCC(CC1)(C#N)C1=CC(=CC=C1)OC (1-benzyl-4-(3-methoxy-phenyl)-4-cyano-piperidine hydrochloride). The reactants are COC=1C=C(C=CC1)CC#N (3-methoxyphenyl-acetonitrile), Cl.ClCCN(CC1=CC=CC=C1)CCCl (N,N-bis(2-chloroethyl)-N-benzylamine hydrochloride). Procedure details: Prepare by the method of example 74.1 using 3-methoxyphenyl-acetonitrile (3.68 g, 25 mmol) and N,N-bis(2-chloroethyl)-N-benzylamine hydrochloride (7.05 g, 26.25 mmol) to the title compound. Starting materials: Cl (hydrochloric acid), [H-].[Na+] (Sodium hydride), O\N=C(\C(=O)OCC)/C=1C=NC=CC1 (ethyl E-2-hydroxyimino-2-(3-pyridyl)acetate), ClCC1=CC=C(OCC=2N=C(OC2C)C2=CC=CC=C2)C=C1 (4-(4-chloromethylphenoxymethyl)-5-methyl-2-phenyloxazole), C([O-])(O)=O.[Na+] (sodium bicarbonate). Solvent: C(C)(=O)OCC.CCCCCC (ethyl acetate hexane), CN(C=O)C (N,N-dimethylformamide). Run at time 3 hour. Product: CC1=C(N=C(O1)C1=CC=CC=C1)COC1=CC=C(CO\N=C(\C(=O)OCC)/C=2C=NC=CC2)C=C1 (ethyl E-2-[4-(5-methyl-2-phenyl-4-oxazolylmethoxy)benzyloxyimino]-2-(3-pyridyl)acetate). The yield is 67.9%. As a reaction SMILES: [H-].[Na+].[OH:3]/[N:4]=[C:5](\[C:11]1[CH:12]=[N:13][CH:14]=[CH:15][CH:16]=1)/[C:6]([O:8][CH2:9][CH3:10])=[O:7].Cl[CH2:18][C:19]1[CH:38]=[CH:37][C:22]([O:23][CH2:24][C:25]2[N:26]=[C:27]([C:31]3[CH:36]=[CH:35][CH:34]=[CH:33][CH:32]=3)[O:28][C:29]=2[CH3:30])=[CH:21][CH:20]=1.Cl.C(=O)(O)[O-].[Na+]>CN(C)C=O.C(OCC)(=O)C.CCCCCC>[CH3:30][C:29]1[O:28][C:27]([C:31]2[CH:32]=[CH:33][CH:34]=[CH:35][CH:36]=2)=[N:26][C:25]=1[CH2:24][O:23][C:22]1[CH:21]=[CH:20][C:19]([CH2:18][O:3]/[N:4]=[C:5](\[C:11]2[CH:12]=[N:13][CH:14]=[CH:15][CH:16]=2)/[C:6]([O:8][CH2:9][CH3:10])=[O:7])=[CH:38][CH:37]=1 |f:0.1,5.6,8.9|. Reported procedure: Sodium hydride (60%, in oil, 153 mg) was added to a solution of ethyl E-2-hydroxyimino-2-(3-pyridyl)acetate (619 mg) and 4-(4-chloromethylphenoxymethyl)-5-methyl-2-phenyloxazole (1.00 g) in N,N-dimethylformamide (10 ml) at room temperature under nitrogen atmosphere and stirred for 3 hours. 1N hydrochloric acid (7 ml) was added, an aqueous saturated solution of sodium bicarbonate was added and extracted with ethyl acetate. The ethyl acetate layer was washed with an aqueous saturated solution of s... Product: N#CC(=NNc1ccc([N+](=O)[O-])cc1Cl)C(N)=C(C#N)C#N. Reactants: Nc1ccc([N+](=O)[O-])cc1Cl, Cl, O=NOS(=O)(=O)O, N#CCC(N)=C(C#N)C#N, [Na+], [Na], [OH-], O, O=S(=O)(O)O. As a reaction SMILES: [Cl:1][c:2]1[c:3]([NH2:4])[cH:5][cH:6][c:7]([N+:9](=[O:10])[O-:11])[cH:8]1.[ClH:37].[N:17]([O:18][S:19](=[O:20])(=[O:21])[OH:22])=[O:23].[NH2:27][C:28](=[C:29]([C:30]#[N:31])[C:32]#[N:33])[CH2:34][C:35]#[N:36].[Na+:25].[Na:26].[OH-:24].[OH2:38].[S:12](=[O:13])(=[O:14])([OH:15])[OH:16]>>[Cl:1][c:2]1[c:3]([NH:4][N:17]=[C:34]([C:28]([NH2:27])=[C:29]([C:30]#[N:31])[C:32]#[N:33])[C:35]#[N:36])[cH:5][cH:6][c:7]([N+:9](=[O:10])[O-:11])[cH:8]1. Solvent: C1(=CC=CC=C1)C (toluene), C(C)(=O)OCC (ethyl acetate), O (water). Procedure: To a solution of 2-aminophenol (13.5 g) in ethyl acetate (150 ml) is added a solution of sodium hydrogen carbonate (15 g) in water (300 ml), and to the mixture is added dropwise a solution of o-bromo-4-chlorophenylacetyl chloride (32.2 g) in toluene with vigorous stirring under ice cooling. After the mixture is stirred at room temperature for one hour, the solvent in the organic layer is distilled off and the residue is dissolved in acetone. To the solution is added potassium carbonate (20 g), a... Isolated yield 76.9%. Product: ClC1=CC=C(C=C1)C1OC2=C(NC1=O)C=CC=C2 (2-(4-chlorophenyl)-3-oxo-3,4-dihyro-2H-1,4-benzoxazine). As a reaction SMILES: [NH2:1][C:2]1[CH:7]=[CH:6][CH:5]=[CH:4][C:3]=1[OH:8].C(=O)([O-])O.[Na+].Br[C:15]1[CH:20]=[C:19]([Cl:21])[CH:18]=[CH:17][C:16]=1[CH2:22][C:23](Cl)=[O:24]>C(OCC)(=O)C.O.C1(C)C=CC=CC=1>[Cl:21][C:19]1[CH:20]=[CH:15][C:16]([CH:22]2[C:23](=[O:24])[NH:1][C:2]3[CH:7]=[CH:6][CH:5]=[CH:4][C:3]=3[O:8]2)=[CH:17][CH:18]=1 |f:1.2|. Starting materials: BrC1=C(C=CC(=C1)Cl)CC(=O)Cl (o-bromo-4-chlorophenylacetyl chloride), NC1=C(C=CC=C1)O (2-aminophenol), C(O)([O-])=O.[Na+] (sodium hydrogen carbonate).